Dataset: the Open Reaction Database (ORD), a public repository of structured organic reaction records. Task: describe an organic reaction: reactants, conditions, products, and yield Reactants: COC(=O)C1N(CC(C1)N(CC1=CC=CC=C1)C(=O)OC(C)(C)C)CC1=CC=CC=C1 (1-benzyl-4-[tert-butoxycarbonyl-(benzyl)-amino]-pyrrolidine-2-carboxylic acid methyl ester), [Li+].[OH-] (LiOH). Solvent: CO (CH3OH). Run at time 8 hour. Yields the product C(C1=CC=CC=C1)N1C(CC(C1)N(CC1=CC=CC=C1)C(=O)OC(C)(C)C)C(=O)O (1-benzyl-4-[tert-butoxycarbonyl-(benzyl)-amino]-pyrrolidine-2-carboxylic acid). RXN SMILES: C[O:2][C:3]([CH:5]1[CH2:9][CH:8]([N:10]([C:18]([O:20][C:21]([CH3:24])([CH3:23])[CH3:22])=[O:19])[CH2:11][C:12]2[CH:17]=[CH:16][CH:15]=[CH:14][CH:13]=2)[CH2:7][N:6]1[CH2:25][C:26]1[CH:31]=[CH:30][CH:29]=[CH:28][CH:27]=1)=[O:4].[Li+].[OH-]>CO>[CH2:25]([N:6]1[CH2:7][CH:8]([N:10]([C:18]([O:20][C:21]([CH3:22])([CH3:23])[CH3:24])=[O:19])[CH2:11][C:12]2[CH:13]=[CH:14][CH:15]=[CH:16][CH:17]=2)[CH2:9][CH:5]1[C:3]([OH:4])=[O:2])[C:26]1[CH:31]=[CH:30][CH:29]=[CH:28][CH:27]=1 |f:1.2|. Reported procedure: To a solution of 1-benzyl-4-[tert-butoxycarbonyl-(benzyl)-amino]-pyrrolidine-2-carboxylic acid methyl ester (11) in CH3OH is added LiOH, and the solution is stirred overnight at rt. After removal of solvent, the residue is dissolved in water, acidified until PH=5, and then extracted with EA, and concentrated to afford the product 1-benzyl-4-[tert-butoxycarbonyl-(benzyl)-amino]-pyrrolidine-2-carboxylic acid (12). Reactants: O (water), NH4HCO3, BrC=1C=CC2=C(N=C(S2)C=2C(=NC(=NC2OC)N2CCOCC2)N[C@H]2CN(CCC2)C(=O)OC(C)(C)C)C1 (tert-butyl (3R)-3-[[5-(5-bromo-1,3-benzothiazol-2-yl)-6-methoxy-2-(morpholin-4-yl)pyrimidin-4-yl]amino]piperidine-1-carboxylate), Cl (hydrochloric acid). Run in CC#N (CH3CN), CC#N (CH3CN). Reaction conditions: time 5 minute. Product: BrC=1C=CC2=C(N=C(S2)C=2C(NC(=NC2N[C@H]2CNCCC2)N2CCOCC2)=O)C1 (5-(5-bromo-1,3-benzothiazol-2-yl)-2-(morpholin-4-yl)-6-[[(3R)-piperidin-3-yl]amino]-3,4-dihydropyrimidin-4-one). As a reaction SMILES: [Br:1][C:2]1[CH:3]=[CH:4][C:5]2[S:9][C:8]([C:10]3[C:11]([NH:24][C@@H:25]4[CH2:30][CH2:29][CH2:28][N:27](C(OC(C)(C)C)=O)[CH2:26]4)=[N:12][C:13]([N:18]4[CH2:23][CH2:22][O:21][CH2:20][CH2:19]4)=[N:14][C:15]=3[O:16]C)=[N:7][C:6]=2[CH:38]=1.Cl.O>CC#N>[Br:1][C:2]1[CH:3]=[CH:4][C:5]2[S:9][C:8]([C:10]3[C:15](=[O:16])[NH:14][C:13]([N:18]4[CH2:23][CH2:22][O:21][CH2:20][CH2:19]4)=[N:12][C:11]=3[NH:24][C@@H:25]3[CH2:30][CH2:29][CH2:28][NH:27][CH2:26]3)=[N:7][C:6]=2[CH:38]=1. Procedure: Following the same procedure as in step 4 of Example 337 using tert-butyl (3R)-3-[[5-(5-bromo-1,3-benzothiazol-2-yl)-6-methoxy-2-(morpholin-4-yl)pyrimidin-4-yl]amino]piperidine-1-carboxylate (60.0 mg, 0.10 mmol, 1.00 equiv) and cone, hydrochloric acid (4.0 mL). The crude product (100 mg) was purified by Prep-HPLC with the following conditions (1#-Pre-HPLC-001 (SHIMADZU)): Column, SunFire Prep C18 OBD Column, 5 um, 19*150 mm,; mobile phase, water with 50 mmol NH4HCO3 and CH3CN (38.0% CH3CN up to ...